This data is from the Open Reaction Database (ORD), a public repository of structured organic reaction records. The task is: describe an organic reaction: reactants, conditions, products, and yield Starting materials: C(C)(C)(C)OC(NC1=C(C=C(C=C1)C1=C(C(=CC=C1)F)F)NC(CC(=O)C1=CC(=CC=C1)C#N)=O)=O ({3-[3-(3-cyano-phenyl)-3-oxo-propionylamino]-2′,3′-difluoro-biphenyl-4-yl}-carbamic acid tert.-butyl ester), C(=O)(C(F)(F)F)O (TFA). Run in C(Cl)Cl (CH2Cl2). The product is FC1=C(C=CC=C1F)C1=CC2=C(N=C(CC(N2)=O)C=2C=C(C#N)C=CC2)C=C1 (3-[7-(2,3-Difluoro-phenyl)-4-oxo-4,5-dihydro-3H-benzo[b][1,4]diazepin-2-yl]-benzonitrile). Isolated yield 88.0%. As a reaction SMILES: C(OC(=O)[NH:7][C:8]1[CH:13]=[CH:12][C:11]([C:14]2[CH:19]=[CH:18][CH:17]=[C:16]([F:20])[C:15]=2[F:21])=[CH:10][C:9]=1[NH:22][C:23](=[O:35])[CH2:24][C:25]([C:27]1[CH:32]=[CH:31][CH:30]=[C:29]([C:33]#[N:34])[CH:28]=1)=O)(C)(C)C.C(O)(C(F)(F)F)=O>C(Cl)Cl>[F:21][C:15]1[C:16]([F:20])=[CH:17][CH:18]=[CH:19][C:14]=1[C:11]1[CH:12]=[CH:13][C:8]2[N:7]=[C:25]([C:27]3[CH:28]=[C:29]([CH:30]=[CH:31][CH:32]=3)[C:33]#[N:34])[CH2:24][C:23](=[O:35])[NH:22][C:9]=2[CH:10]=1. Reported procedure: Prepared from {3-[3-(3-cyano-phenyl)-3-oxo-propionylamino]-2′,3′-difluoro-biphenyl-4-yl}-carbamic acid tert.-butyl ester (Example K8) (35 mg, 0.07 mmol) by treatment with TFA in CH2Cl2 according to the general procedure M. Obtained as a grey solid (23 mg). The reactants are NC1=CC=C(OCC(=O)OCCOC(COC2=CC=C(C=C2)N)=O)C=C1 ((4-Amino-phenoxy)-acetic acid-2-[2-(4-amino-phenoxy)-acetoxy]-ethyl ester), O1CCOCC1 (dioxane), ClC(Cl)(OC(OC(Cl)(Cl)Cl)=O)Cl (triphosgene), O1CCOCC1 (dioxane). Run at temperature 77.5 celsius. The product is N(=C=O)C1=CC=C(OCC(=O)OCCOC(COC2=CC=C(C=C2)N=C=O)=O)C=C1 ((4-Isocyanatophenoxy)acetic acid-2-[2-(4-isocyanatophenoxy)acetoxy]ethyl ester). The yield is 44.2%. Reaction SMILES: [NH2:1][C:2]1[CH:26]=[CH:25][C:5]([O:6][CH2:7][C:8]([O:10][CH2:11][CH2:12][O:13][C:14](=[O:24])[CH2:15][O:16][C:17]2[CH:22]=[CH:21][C:20]([NH2:23])=[CH:19][CH:18]=2)=[O:9])=[CH:4][CH:3]=1.Cl[C:28](Cl)([O:30]C(=O)OC(Cl)(Cl)Cl)Cl.[O:39]1CCOC[CH2:40]1>>[N:23]([C:20]1[CH:19]=[CH:18][C:17]([O:16][CH2:15][C:14]([O:13][CH2:12][CH2:11][O:10][C:8](=[O:9])[CH2:7][O:6][C:5]2[CH:25]=[CH:26][C:2]([N:1]=[C:40]=[O:39])=[CH:3][CH:4]=2)=[O:24])=[CH:22][CH:21]=1)=[C:28]=[O:30]. Procedure: (4-Aminophenoxy)acetic acid 2-[2-(4-aminophenoxy)acetoxy]ethyl ester 43 (5 g, 14.3 mmol) was dissolved in dry dioxane (80 ml) under nitrogen atm. and cooled to below 20° C. A solution of triphosgene (7 g, 23.6 mmol) in dry dioxane (20 ml) was added drop wise. The mixture was heated slowly to 75-80° C. and maintained for 2½ hours. The condenser was then arranged for distillation and solvent removed by distillation at atmospheric pressure until the volume of the reaction mixture was reduced to app... The reactants are NC1=CC=C2C(C(NC(C2=C1)=O)=O)(C)C (7-Amino-4,4-dimethyl-isoquinolin-1,3-dione), CN=C=S (methyl isothiocyanate). Run in C(Cl)(Cl)Cl (chloroform). Product: CNC(=S)NC1=CC=C2C(C(NC(C2=C1)=O)=O)(C)C (N-Methyl-N'-(4,4-dimethyl-1,2,3,4-tetrahydro-1,3-dioxo-7-isoquinolinyl)-thiourea). As a reaction SMILES: [NH2:1][C:2]1[CH:11]=[C:10]2[C:5]([C:6]([CH3:15])([CH3:14])[C:7](=[O:13])[NH:8][C:9]2=[O:12])=[CH:4][CH:3]=1.[CH3:16][N:17]=[C:18]=[S:19]>C(Cl)(Cl)Cl>[CH3:16][NH:17][C:18]([NH:1][C:2]1[CH:11]=[C:10]2[C:5]([C:6]([CH3:15])([CH3:14])[C:7](=[O:13])[NH:8][C:9]2=[O:12])=[CH:4][CH:3]=1)=[S:19]. Reported procedure: 1.3 g. (6.3 mmol) 7-Amino-4,4-dimethyl-isoquinolin-1,3-dione were dissolved in 30 ml. chloroform, mixed with 1.4 g. methyl isothiocyanate and boiled under reflux for 6 hours. The reaction mixture was then cooled and the precipitate was filtered off with suction and recrystallised from ethanol. Yield: 0.8 g. (46% of theory); m.p. 206°-207° C. Starting materials: C=CC1=CC=CC=C1 (styrene), C=CC1=CC=CC=C1 (styrene), C(CCC)[Li] (n-butyl lithium), C=CC=C (1,3-butadiene), C(C)(C)(C)Cl (t-butyl chloride). Solvent: C1CCCCC1 (cyclohexane), O1CCCC1 (tetrahydrofuran). The product is C=CC1=CC=CC=C1.C=CC=C.C=CC1=CC=CC=C1 (styrene-butadiene-styrene). RXN SMILES: [CH2:1]=[CH:2][C:3]1[CH:8]=[CH:7][CH:6]=[CH:5][CH:4]=1.[CH2:9]([Li])[CH2:10][CH2:11][CH3:12].C=CC=C.C(Cl)(C)(C)C>O1CCCC1.C1CCCCC1>[CH2:1]=[CH:2][C:3]1[CH:8]=[CH:7][CH:6]=[CH:5][CH:4]=1.[CH2:9]=[CH:10][CH:11]=[CH2:12].[CH2:1]=[CH:2][C:3]1[CH:8]=[CH:7][CH:6]=[CH:5][CH:4]=1 |f:6.7.8|. Procedure: 4800 g of cyclohexane was placed in a 10 l autoclave reactor, followed by the addition of 11 g of tetrahydrofuran, 124 g of styrene monomer and 16 mmol of n-butyl lithium for 30-minute polymerization. Then, 552 g of 1,3-butadiene monomer were added to the reactor for another polymerization for 1 hour. Also, 124 g of styrene monomer were added for further polymerization for 30 minutes, followed by the addition of 1.5 g of t-butyl chloride to deactivate the terminal of polymer. Thus, a styrene-but... Reactants: CC(=O)N1CCc2cc(Br)ccc21, CC#N, O=C1CCC(=O)N1Cl. The product is CC(=O)N1CCc2cc(Br)cc(Cl)c21. Reaction SMILES: [C:1]([CH3:2])(=[O:3])[N:4]1[CH2:5][CH2:6][c:7]2[cH:8][c:9]([Br:13])[cH:10][cH:11][c:12]21.[CH3:22][C:23]#[N:24].[Cl:14][N:15]1[C:16](=[O:17])[CH2:18][CH2:19][C:20]1=[O:21]>>[C:1]([CH3:2])(=[O:3])[N:4]1[CH2:5][CH2:6][c:7]2[cH:8][c:9]([Br:13])[cH:10][c:11]([Cl:14])[c:12]21. The reactants are C(C)(=O)OCC.C(C)(C)OC(C)C (ethyl acetate isopropyl ether), ClN1C(CCC1=O)=O (N-chlorosuccinimide), C(C)(C)(C)C1=C(C=C(C=C1)C(N)=O)NC(CC(CCCCC)C1=C(C=C(C=C1)OC)OC)=O (N-(2-t-butyl-5-carbamoylphenyl)-3-(2,4-dimethoxyphenyl)octanamide), aqueous solution, S(=O)([O-])[O-].[Na+].[Na+] (sodium sulfite). Solvent: C(C)#N (acetonitrile), C(Cl)Cl (methylene chloride). Run at temperature 50 celsius, time 15 hour. Product: C(C)(C)(C)C1=C(C=C(C=C1)C(N)=O)NC(CC(CCCCC)C1=C(C=C(C(=C1)Cl)OC)OC)=O (N-(2-t-Butyl-5-carbamoylphenyl)-3-(5-chloro-2,4-dimethoxyphenyl)octanamide). The yield is 79.9%. Reaction SMILES: [Cl:1]N1C(=O)CCC1=O.[C:9]([C:13]1[CH:18]=[CH:17][C:16]([C:19](=[O:21])[NH2:20])=[CH:15][C:14]=1[NH:22][C:23](=[O:41])[CH2:24][CH:25]([C:31]1[CH:36]=[CH:35][C:34]([O:37][CH3:38])=[CH:33][C:32]=1[O:39][CH3:40])[CH2:26][CH2:27][CH2:28][CH2:29][CH3:30])([CH3:12])([CH3:11])[CH3:10].S([O-])([O-])=O.[Na+].[Na+].C(OCC)(=O)C.C(OC(C)C)(C)C>C(#N)C.C(Cl)Cl>[C:9]([C:13]1[CH:18]=[CH:17][C:16]([C:19](=[O:21])[NH2:20])=[CH:15][C:14]=1[NH:22][C:23](=[O:41])[CH2:24][CH:25]([C:31]1[CH:36]=[C:35]([Cl:1])[C:34]([O:37][CH3:38])=[CH:33][C:32]=1[O:39][CH3:40])[CH2:26][CH2:27][CH2:28][CH2:29][CH3:30])([CH3:10])([CH3:11])[CH3:12] |f:2.3.4,5.6|. Procedure: 181 mg (1.36 mmol) of N-chlorosuccinimide were added to a solution of 504 mg (1.11 mmol) of N-(2-t-butyl-5-carbamoylphenyl)-3-(2,4-dimethoxyphenyl)octanamide (prepared as described in Example 2) in a mixture of 10 ml of acetonitrile and 4 ml of methylene chloride, and the resulting mixture was stirred at 50° C. for 15 hours. At the end of this time, the reaction mixture was allowed to cool to room temperature, after which a 1M aqueous solution of sodium sulfite was added to decompose any excess ... The reactants are P(=O)([O-])([O-])[O-].[K+].[K+].[K+] (potassium phosphate), CN1CC2=C(NC=3C=CC(=CC23)C)CC1 (2,3,4,5-tetrahydro-2,8-dimethyl-1H-pyrido[4,3-b]indole), BrC(=C(C)C1=CC=C(C=C1)F)C (1-(3-Bromobut-2-en-2-yl)-4-fluorobenzene), N1[C@H](C(=O)O)CCC1 (L-proline). The reagents and catalysts are [Cu]I (copper (I) iodide). Solvent: CN(C)C=O (DMF). Run at temperature 85 celsius, time 8 hour. The product is FC1=CC=C(C=C1)/C(=C(\C)/N1C2=C(C=3C=C(C=CC13)C)CN(CC2)C)/C ((E)-5-(3-(4-fluorophenyl)but-2-en-2-yl)-2,8-dimethyl-2,3,4,5-tetrahydro-1H-pyrido[4,3-b]indole). As a reaction SMILES: Br[C:2]([CH3:12])=[C:3]([C:5]1[CH:10]=[CH:9][C:8]([F:11])=[CH:7][CH:6]=1)[CH3:4].P([O-])([O-])([O-])=O.[K+].[K+].[K+].N1CCC[C@H]1C(O)=O.[CH3:29][N:30]1[CH2:43][CH2:42][C:33]2[NH:34][C:35]3[CH:36]=[CH:37][C:38]([CH3:41])=[CH:39][C:40]=3[C:32]=2[CH2:31]1>CN(C=O)C.[Cu]I>[F:11][C:8]1[CH:9]=[CH:10][C:5](/[C:3](/[CH3:4])=[C:2](/[N:34]2[C:35]3[CH:36]=[CH:37][C:38]([CH3:41])=[CH:39][C:40]=3[C:32]3[CH2:31][N:30]([CH3:29])[CH2:43][CH2:42][C:33]2=3)\[CH3:12])=[CH:6][CH:7]=1 |f:1.2.3.4|. Procedure: 1-(3-Bromobut-2-en-2-yl)-4-fluorobenzene (250 mg, 1.2 mmol) was dissolved in DMF (5 mL). potassium phosphate (424 mg, 2 mmol) was added followed by copper (I) iodide (19 mg, 0.1 mmol) and L-proline (23 mg, 0.2 mmol). 2,3,4,5-tetrahydro-2,8-dimethyl-1H-pyrido[4,3-b]indole (200 mg, 1 mmol) was added and nitrogen gas was purged into the reaction mixture for 2 min. The contents were stirred at 85° C. overnight. Water (5 mL) was added and the solid mass was filtered under vacuum to obtain crude compo... Starting materials: Cl (hydrochloric acid), OC=1C=C(C=C)C=C(C1)O (3,5-dihydroxystyrene), O1CCCC=C1 (dihydropyran), ice water. Conditions: temperature 40 celsius, time 2 hour. Yields the product O1C(CCCC1)OC=1C=C(C=C)C=C(C1)OC1OCCCC1 (3,5-Bis(2-tetrahydropyranyloxy)styrene). The yield is 61.6%. Reaction SMILES: Cl.[OH:2][C:3]1[CH:4]=[C:5]([CH:8]=[C:9]([OH:11])[CH:10]=1)[CH:6]=[CH2:7].[O:12]1[CH:17]=[CH:16][CH2:15][CH2:14][CH2:13]1>>[O:12]1[CH2:13][CH2:14][CH2:15][CH2:16][CH:17]1[O:2][C:3]1[CH:4]=[C:5]([CH:8]=[C:9]([O:11][CH:13]2[CH2:14][CH2:15][CH2:16][CH2:17][O:12]2)[CH:10]=1)[CH:6]=[CH2:7]. Procedure details: 0.5 ml of concentrated hydrochloric acid is added to 80 g (587 mmol) of 3,5-dihydroxystyrene in 300 g of dihydropyran and the reaction mixture is stirred for 2 h at 40° C. The mixture is then poured into ice-water and extracted twice with ether. The organic phase is washed three times at 0° C. with 1N NaOH, dried, and concentrated by evaporation. The residue is purified by column chromatography (silica gel, hexane/ethyl acetate 4:1), giving 110 g (62%) of a viscous liquid.